This data is from the Open Reaction Database (ORD), a public repository of structured organic reaction records. The task is: describe an organic reaction: reactants, conditions, products, and yield Reactants: S(=O)(=O)([O-])[O-].[Mg+2] (magnesium sulfate), CC1(CC=CC=C1)CN (1-methylphenylmethylamine), C(C=O)(=O)OCC (ethyl glyoxylate). Solvent: C(Cl)Cl (methylene chloride), C(Cl)Cl (methylene chloride). Run at time 2 hour. The product is C(C)OC(C=NCC1(CC=CC=C1)C)=O (N-[(1-methyl)phenylmethyl]imino-acetic acid ethyl ester). Yield: 989.9%. As a reaction SMILES: S([O-])([O-])(=O)=O.[Mg+2].[CH3:7][C:8]1([CH2:14][NH2:15])[CH:13]=[CH:12][CH:11]=[CH:10][CH2:9]1.[C:16]([O:20][CH2:21][CH3:22])(=[O:19])[CH:17]=O>C(Cl)Cl>[CH2:21]([O:20][C:16](=[O:19])[CH:17]=[N:15][CH2:14][C:8]1([CH3:7])[CH:9]=[CH:10][CH:11]=[CH:12][CH2:13]1)[CH3:22] |f:0.1|. Procedure details: To a suspension of magnesium sulfate (150 g) and 1-methylphenylmethylamine (37.87 g, 32.9 mmol) in methylene chloride was added dropwise a solution of ethyl glyoxylate (33.55 g; 32.9 mmol) in methylene chloride, and the mixture was stirred at room temperature for 2 hours. The mixture was filtered, the filtrate was concentrated in vacuo to afford 67.5 g (quantitative) of N-[(1-methyl)phenylmethyl]imino-acetic acid ethyl ester, as an oil.